The task is: describe an organic reaction: reactants, conditions, products, and yield. This data is from the Open Reaction Database (ORD), a public repository of structured organic reaction records. The reactants are COC(COC1=CC(=CC=C1)NC=1C2=C(N=CN1)OC(=C2C2=CC=C(C=C2)F)C2=CC=C(C=C2)Br)=O (3-{[6-(4-bromophenyl)-5-(4-fluorophenyl)furo[2,3-d]pyrimidin-4-yl]amino}phenoxy acetic acid methyl ester). The reagents and catalysts are [Pd] (palladium on activated carbon). Solvent: ClCCl (dichloromethane), C(C)(=O)OCC (ethyl acetate). Yields the product COC(COC1=CC(=CC=C1)NC=1C2=C(N=CN1)OC(=C2C2=CC=C(C=C2)F)C2=CC=CC=C2)=O (3-{[5-(4-Fluorophenyl)-6-phenylfuro[2,3-d]pyrimidin-4-yl]amino}phenoxyacetic acid methyl ester). As a reaction SMILES: [CH3:1][O:2][C:3](=[O:36])[CH2:4][O:5][C:6]1[CH:11]=[CH:10][CH:9]=[C:8]([NH:12][C:13]2[C:14]3[C:21]([C:22]4[CH:27]=[CH:26][C:25]([F:28])=[CH:24][CH:23]=4)=[C:20]([C:29]4[CH:34]=[CH:33][C:32](Br)=[CH:31][CH:30]=4)[O:19][C:15]=3[N:16]=[CH:17][N:18]=2)[CH:7]=1>ClCCl.C(OCC)(=O)C.[Pd]>[CH3:1][O:2][C:3](=[O:36])[CH2:4][O:5][C:6]1[CH:11]=[CH:10][CH:9]=[C:8]([NH:12][C:13]2[C:14]3[C:21]([C:22]4[CH:27]=[CH:26][C:25]([F:28])=[CH:24][CH:23]=4)=[C:20]([C:29]4[CH:30]=[CH:31][CH:32]=[CH:33][CH:34]=4)[O:19][C:15]=3[N:16]=[CH:17][N:18]=2)[CH:7]=1. Procedure: Dissolve 115 mg (0.21 mmol) of 3-{[6-(4-bromophenyl)-5-(4-fluorophenyl)furo[2,3-d]pyrimidin-4-yl]amino}phenoxy acetic acid methyl ester in 5 ml of dichloromethane and 5 ml of ethyl acetate, and add 22 mg of 10% palladium on activated carbon under argon. Stir the mixture under a hydrogen atmosphere of 3 bar gauge at RT until the starting material has been converted completely. Filter off the catalyst, concentrate the resulting filtrate under reduced pressure and chromatograph the residue on silic... The reactants are BrB(Br)Br, COC(=O)Cc1c(C)n(S(=O)(=O)c2ccc(F)c(C#N)c2)c2ncccc12, ClCCl, O. Yields the product Cc1c(CC(=O)O)c2cccnc2n1S(=O)(=O)c1ccc(F)c(C#N)c1. As a reaction SMILES: [B:1]([Br:2])([Br:3])[Br:4].[CH3:5][O:6][C:7]([CH2:8][c:9]1[c:10]([CH3:30])[n:11]([S:18](=[O:19])(=[O:20])[c:21]2[cH:22][c:23]([C:28]#[N:29])[c:24]([F:27])[cH:25][cH:26]2)[c:12]2[n:13][cH:14][cH:15][cH:16][c:17]12)=[O:31].[Cl:33][CH2:34][Cl:35].[OH2:32]>>[O:6]=[C:7]([CH2:8][c:9]1[c:10]([CH3:30])[n:11]([S:18](=[O:19])(=[O:20])[c:21]2[cH:22][c:23]([C:28]#[N:29])[c:24]([F:27])[cH:25][cH:26]2)[c:12]2[n:13][cH:14][cH:15][cH:16][c:17]12)[OH:31].